This data is from the Open Reaction Database (ORD), a public repository of structured organic reaction records. The task is: describe an organic reaction: reactants, conditions, products, and yield Reactants: C(C)(C)(C)C=1C=C(C=C(C1O)C(C)(C)C)CCCO (3-(3',5'-Di-tert-butyl-4'-hydroxyphenyl)-1-propanol), ice water. The solvent is FC(C(=O)O)(F)F (trifluoracetic acid). Reaction conditions: temperature 40 celsius, time 6 hour. Product: C(C)(C)(C)C=1C=C(C=CC1O)CCCO (3-(3'-tert-Butyl-4'-hydroxyphenyl)-1-propanol). The yield is 64.4%. As a reaction SMILES: [C:1]([C:5]1[CH:6]=[C:7]([CH2:16][CH2:17][CH2:18][OH:19])[CH:8]=[C:9](C(C)(C)C)[C:10]=1[OH:11])([CH3:4])([CH3:3])[CH3:2]>FC(F)(F)C(O)=O>[C:1]([C:5]1[CH:6]=[C:7]([CH2:16][CH2:17][CH2:18][OH:19])[CH:8]=[CH:9][C:10]=1[OH:11])([CH3:4])([CH3:2])[CH3:3]. Procedure: 3-(3',5'-Di-tert-butyl-4'-hydroxyphenyl)-1-propanol (100 g, 0.38 mol) was dissolved in 500 ml of trifluoracetic acid. The solution was stirred at 40° C. for six hours, then poured into an ice-water mixture. The mixture was extracted with methylene chloride. The methylene chloride layer was washed with aqueous sodium carbonate and evaporated. A solution of sodium hydroxide (25 g) in 400 ml of methanol was added to the residue. The mixture was stirred at room temperature for 30 minutes, neutralize... Starting materials: Cc1ccc(S(=O)(=O)OCC2Cc3cccc(-c4ccc(Cl)cc4Cl)c3O2)cc1, [N-]=[N+]=[N-], [Na+]. Product: [N-]=[N+]=NCC1Cc2cccc(-c3ccc(Cl)cc3Cl)c2O1. RXN SMILES: [CH3:1][c:2]1[cH:3][cH:4][c:5]([S:6]([O:7][CH2:12][CH:13]2[O:14][c:15]3[c:16]([cH:18][cH:19][cH:20][c:21]3-[c:22]3[c:23]([Cl:29])[cH:24][c:25]([Cl:28])[cH:26][cH:27]3)[CH2:17]2)(=[O:8])=[O:9])[cH:10][cH:11]1.[N-:31]=[N+:32]=[N-:33].[Na+:30]>>[CH2:12]([CH:13]1[O:14][c:15]2[c:16]([cH:18][cH:19][cH:20][c:21]2-[c:22]2[c:23]([Cl:29])[cH:24][c:25]([Cl:28])[cH:26][cH:27]2)[CH2:17]1)[N:31]=[N+:32]=[N-:33]. Starting materials: NC1=CC(NC(N1C1CCC1)=O)=O (6-amino-1-cyclobutyl-2,4-(1H,3H)-pyrimidinedione), Cl (HCl), N(=O)[O-].[Na+] (NaNO2). Solvent: O (water), O (water). Reaction conditions: time 3 hour. The product is NC1=C(C(NC(N1C1CCC1)=O)=O)N=O (6-amino-1-cyclobutyl-5-nitroso-2,4-(1H,3H)-pyrimidinedione). Reaction SMILES: [NH2:1][C:2]1[N:7]([CH:8]2[CH2:11][CH2:10][CH2:9]2)[C:6](=[O:12])[NH:5][C:4](=[O:13])[CH:3]=1.Cl.[N:15]([O-])=[O:16].[Na+]>O>[NH2:1][C:2]1[N:7]([CH:8]2[CH2:9][CH2:10][CH2:11]2)[C:6](=[O:12])[NH:5][C:4](=[O:13])[C:3]=1[N:15]=[O:16] |f:2.3|. Reported procedure: 3 g (0.0166 mol) of 6-amino-1-cyclobutyl-2,4-(1H,3H)-pyrimidinedione (VIII), was suspended in 25 ml water. To this was added 4 ml of 5N HCl and 1.3 g of NaNO2 (0.019 mol) which was dissolved in water. The reaction mixture was stirred for 3 hours and the red crystals were filtered off and washed with water. Yield 3.1 g (89%) (IX) NMR. Procedure: To a solution of 5-hydroxy-4-(2-methoxyethoxy)-2-nitrobenzonitrile (0.42 g) in DMF (5 mL) was added 1-bromo-2-(2-(2-(2-bromoethoxy)ethoxy)ethoxy)ethane (0.26 g) and K2CO3 (0.5 g). The resulting mixture was heated at 80° C. overnight under N2 atmospheres. After reaction finished, the mixture was diluted with water (50 mL) and exacted with EA (3×50 mL). The combined organic layer was dried over Na2SO4, concentrated under reduced pressure, and purification by silica chromatography to give 0.25 g of... The solvent is CN(C)C=O (DMF). Reaction SMILES: [OH:1][C:2]1[C:3]([O:13][CH2:14][CH2:15][O:16][CH3:17])=[CH:4][C:5]([N+:10]([O-:12])=[O:11])=[C:6]([CH:9]=1)[C:7]#[N:8].Br[CH2:19][CH2:20][O:21][CH2:22][CH2:23][O:24][CH2:25][CH2:26][O:27][CH2:28][CH2:29]Br.[C:31]([O-:34])([O-])=O.[K+].[K+].[CH3:37][C:38](=O)[O:39][CH2:40][CH3:41].[OH2:43]>CN(C=O)C>[O:43]([CH2:19][CH2:20][O:21][CH2:22][CH2:23][O:24][C:25]1[C:26]([O:27][CH2:28][CH2:29][O:34][CH3:31])=[CH:4][C:5]([N+:10]([O-:12])=[O:11])=[C:6]([CH:9]=1)[C:7]#[N:8])[CH2:37][CH2:38][O:39][CH2:40][CH2:41][O:1][C:2]1[C:3]([O:13][CH2:14][CH2:15][O:16][CH3:17])=[CH:4][C:5]([N+:10]([O-:12])=[O:11])=[C:6]([CH:9]=1)[C:7]#[N:8] |f:2.3.4|. Reactants: OC=1C(=CC(=C(C#N)C1)[N+](=O)[O-])OCCOC (5-hydroxy-4-(2-methoxyethoxy)-2-nitrobenzonitrile), BrCCOCCOCCOCCBr (1-bromo-2-(2-(2-(2-bromoethoxy)ethoxy)ethoxy)ethane), C(=O)([O-])[O-].[K+].[K+] (K2CO3), CC(OCC)=O (EA), O (water). Product: O(CCOCCOC=1C(=CC(=C(C#N)C1)[N+](=O)[O-])OCCOC)CCOCCOC=1C(=CC(=C(C#N)C1)[N+](=O)[O-])OCCOC (5,5′-((((oxybis(ethane-2,1-diyl))bis(oxy))bis(ethane-2,1-diyl))-bis(oxy))bis(4-(2-methoxyethoxy)-2-nitrobenzonitrile)). Reaction conditions: temperature 80 celsius. Starting materials: CC(C)(C)OC(=O)NCCC(=O)NCC(F)F, ClCCl, Cl, C1COCCO1. The product is O=C(O)NCCC(=O)NCC(F)F. As a reaction SMILES: [C:1]([CH3:2])([CH3:3])([CH3:4])[O:5][C:6]([NH:7][CH2:8][CH2:9][C:10]([NH:11][CH2:12][CH:13]([F:14])[F:15])=[O:16])=[O:17].[Cl:18][CH2:19][Cl:20].[ClH:21].[O:22]1[CH2:23][CH2:24][O:25][CH2:26][CH2:27]1>>[O:5]=[C:6]([NH:7][CH2:8][CH2:9][C:10]([NH:11][CH2:12][CH:13]([F:14])[F:15])=[O:16])[OH:17]. The reactants are O.C1(=CC=C(C=C1)S(=O)(=O)O)C (p-toluenesulfonic acid monohydrate), ClC1=NC=CC(=N1)N1C(OC[C@@H]1C(C)C)=O ((S)-3-(2-chloropyrimidin-4-yl)-4-isopropyloxazolidin-2-one), FC(C(N)C1=CC=CC=C1)(F)F (2,2,2-trifluoro-1-phenylethanamine), O.C1(=CC=C(C=C1)S(=O)(=O)O)C (p-toluenesulfonic acid monohydrate), CC#N (MeCN). Solvent: CCCCO (n-BuOH). Reaction conditions: temperature 110 celsius. The product is C(C)(C)[C@@H]1N(C(OC1)=O)C1=NC(=NC=C1)NC(C(F)(F)F)C1=CC=CC=C1 ((4S)-4-isopropyl-3-(2-(2,2,2-trifluoro-1-phenylethylamino)pyrimidin-4-yl)oxazolidin-2-one). Isolated yield 25.4%. Reaction SMILES: Cl[C:2]1[N:7]=[C:6]([N:8]2[C@@H:12]([CH:13]([CH3:15])[CH3:14])[CH2:11][O:10][C:9]2=[O:16])[CH:5]=[CH:4][N:3]=1.[F:17][C:18]([F:28])([F:27])[CH:19]([C:21]1[CH:26]=[CH:25][CH:24]=[CH:23][CH:22]=1)[NH2:20].O.C1(C)C=CC(S(O)(=O)=O)=CC=1.CC#N>CCCCO>[CH:13]([C@H:12]1[CH2:11][O:10][C:9](=[O:16])[N:8]1[C:6]1[CH:5]=[CH:4][N:3]=[C:2]([NH:20][CH:19]([C:21]2[CH:26]=[CH:25][CH:24]=[CH:23][CH:22]=2)[C:18]([F:17])([F:27])[F:28])[N:7]=1)([CH3:15])[CH3:14] |f:2.3|. Procedure: A solution of (S)-3-(2-chloropyrimidin-4-yl)-4-isopropyloxazolidin-2-one (163 mg, 0.674 mmol), 2,2,2-trifluoro-1-phenylethanamine (624 mg, 3.56 mmol, 5.3 equiv) and p-toluenesulfonic acid monohydrate (321 mg, 1.69 mmol, 2.5 equiv) in n-BuOH (3 mL) was heated at 110° C. for 2 h and treated with additional p-toluenesulfonic acid monohydrate (321 mg, 1.69 mmol, 2.5 equiv), then heated at 110° C. for 1½ h. After cooling, the solid reaction mixture was treated with MeCN, sonicated and filtered. The f...